Dataset: the Open Reaction Database (ORD), a public repository of structured organic reaction records. Task: describe an organic reaction: reactants, conditions, products, and yield Reactants: C=CCc1cccc2c1CCC2=O, C[Si](C)(C)Cl, CC(C)NC(C)C, [Li]CCCC, C1CCOC1, O. Yields the product C=CCc1cccc2c1CC=C2O[Si](C)(C)C. Reaction SMILES: [CH2:13]([CH:14]=[CH2:15])[c:16]1[c:17]2[c:21]([cH:22][cH:23][cH:24]1)[C:20](=[O:25])[CH2:19][CH2:18]2.[CH3:26][Si:27]([CH3:28])([CH3:29])[Cl:30].[CH:1]([NH:2][CH:3]([CH3:4])[CH3:5])([CH3:6])[CH3:7].[Li:8][CH2:9][CH2:10][CH2:11][CH3:12].[O:31]1[CH2:32][CH2:33][CH2:34][CH2:35]1.[OH2:36]>>[CH2:13]([CH:14]=[CH2:15])[c:16]1[c:17]2[c:21]([cH:22][cH:23][cH:24]1)[C:20]([O:25][Si:27]([CH3:26])([CH3:28])[CH3:29])=[CH:19][CH2:18]2.